Dataset: the Open Reaction Database (ORD), a public repository of structured organic reaction records. Task: describe an organic reaction: reactants, conditions, products, and yield Starting materials: C1(=CC=CC=C1)P(C1=CC=CC=C1)C1=CC=CC=C1 (triphenylphosphine), NC1=NC=CC=C1C1=CC=C(C=C1)O (4-(2-aminopyridin-3-yl)phenol), FC=1C=C(C=CC1)CO ((3-fluorophenyl)methanol). Solvent: C1CCOC1 (THF). Reaction conditions: time 8 hour. The product is FC=1C=C(COC2=CC=C(C=C2)C=2C(=NC=CC2)N)C=CC1 (3-{4-[(3-fluorobenzyl)oxy]phenyl}pyridin-2-amine). As a reaction SMILES: C1(P(C2C=CC=CC=2)C2C=CC=CC=2)C=CC=CC=1.[NH2:20][C:21]1[C:26]([C:27]2[CH:32]=[CH:31][C:30]([OH:33])=[CH:29][CH:28]=2)=[CH:25][CH:24]=[CH:23][N:22]=1.[F:34][C:35]1[CH:36]=[C:37]([CH2:41]O)[CH:38]=[CH:39][CH:40]=1>C1COCC1>[F:34][C:35]1[CH:36]=[C:37]([CH:38]=[CH:39][CH:40]=1)[CH2:41][O:33][C:30]1[CH:31]=[CH:32][C:27]([C:26]2[C:21]([NH2:20])=[N:22][CH:23]=[CH:24][CH:25]=2)=[CH:28][CH:29]=1. Procedure details: Diisopropylazadicarboxylate (1.19 mL) was added dropwise to a solution of triphenylphosphine (1585 mg), 4-(2-aminopyridin-3-yl)phenol (750 mg) and (3-fluorophenyl)methanol (0.434 mL) in THF (dry) (15 mL) at room temperature and the mixture was stirred overnight and concentrated in vacuo. The residue was purified by column chromatography (1st; NH-silica gel, eluted with EtOAc in hexane, 2nd; silica gel, eluted with EtOAc in hexane) to give the title compound (210 mg) as a white powder.